From a dataset of the Open Reaction Database (ORD), a public repository of structured organic reaction records. describe an organic reaction: reactants, conditions, products, and yield Starting materials: C1(=CC(=CC=C1)C1=NC=C(C=C1)Br)C1=CC=CC=C1 (2-(biphenyl-3-yl)-5-bromopyridine), [OH-].[NH4+] (ammonium hydroxide), [Cu]C#N (copper(I) cyanide), C(C)(C)(C)[Mg]Cl (tert-butylmagnesium chloride). The solvent is C1CCOC1 (THF), C1CCOC1 (THF). Run at temperature -78 celsius, time 30 minute. Yields the product C1(=CC(=CC=C1)C1=NC=C(C=C1)C(C)(C)C)C1=CC=CC=C1 (2-(biphenyl-3-yl)-5-tert-butylpyridine). The yield is 18.8%. RXN SMILES: [Cu]C#N.[C:4]([Mg]Cl)([CH3:7])([CH3:6])[CH3:5].[C:10]1([C:23]2[CH:28]=[CH:27][CH:26]=[CH:25][CH:24]=2)[CH:15]=[CH:14][CH:13]=[C:12]([C:16]2[CH:21]=[CH:20][C:19](Br)=[CH:18][N:17]=2)[CH:11]=1.[OH-].[NH4+]>C1COCC1>[C:10]1([C:23]2[CH:28]=[CH:27][CH:26]=[CH:25][CH:24]=2)[CH:15]=[CH:14][CH:13]=[C:12]([C:16]2[CH:21]=[CH:20][C:19]([C:4]([CH3:7])([CH3:6])[CH3:5])=[CH:18][N:17]=2)[CH:11]=1 |f:3.4|. Procedure: To a suspension of copper(I) cyanide (17.3 g, 11 mmol) in 1730 mL of anhydrous THF in an oven-dried, five liter, three-necked flask equipped with a mechanical stirrer and a nitrogen inlet was added tert-butylmagnesium chloride (200 mL, 2.0 M, 400 mmol) via an addition funnel, and the mixture was stirred at −78° C. for 30 min. A solution of 2-(biphenyl-3-yl)-5-bromopyridine (15.0 g, 48 mmol) in 100 mL of dry THF was then added dropwise, and the mixture was stirred for 3 hours at −78° C. and then ...